This data is from the Open Reaction Database (ORD), a public repository of structured organic reaction records. The task is: describe an organic reaction: reactants, conditions, products, and yield The reactants are Br, CCCC[N+](CCCC)(CCCC)CCCC, ClC(Cl)Cl, OC(c1ccc(OCC(F)(F)F)nc1)C(F)(F)F, O, OO, O=S(=O)([O-])O. The product is O=C(c1ccc(OCC(F)(F)F)nc1)C(F)(F)F. Reaction SMILES: [BrH:19].[CH2:28]([N+:29]([CH2:30][CH2:31][CH2:32][CH3:33])([CH2:34][CH2:35][CH2:36][CH3:37])[CH2:38][CH2:39][CH2:40][CH3:41])[CH2:42][CH2:43][CH3:44].[CH:45]([Cl:46])([Cl:47])[Cl:48].[F:1][C:2]([CH2:3][O:4][c:5]1[n:6][cH:7][c:8]([CH:11]([C:12]([F:13])([F:14])[F:15])[OH:16])[cH:9][cH:10]1)([F:17])[F:18].[OH2:22].[OH:20][OH:21].[S:23]([O-:24])([OH:25])(=[O:26])=[O:27]>>[F:1][C:2]([CH2:3][O:4][c:5]1[n:6][cH:7][c:8]([C:11]([C:12]([F:13])([F:14])[F:15])=[O:16])[cH:9][cH:10]1)([F:17])[F:18]. Reactants: O=c1c(Br)c(Br)cnn1-c1cc(F)cc(F)c1, CCO, [K+], [OH-], O. Yields the product O=c1c(Br)c(O)cnn1-c1cc(F)cc(F)c1. RXN SMILES: [Br:1][c:2]1[c:3](=[O:17])[n:4](-[c:9]2[cH:10][c:11]([F:16])[cH:12][c:13]([F:15])[cH:14]2)[n:5][cH:6][c:7]1[Br:8].[CH3:20][CH2:21][OH:22].[K+:19].[OH-:18].[OH2:23]>>[Br:1][c:2]1[c:3](=[O:17])[n:4](-[c:9]2[cH:10][c:11]([F:16])[cH:12][c:13]([F:15])[cH:14]2)[n:5][cH:6][c:7]1[OH:18]. Starting materials: Nc1ncc([N+](=O)[O-])s1, Cc1ccccc1C(=O)Cl, c1ccncc1. The product is Cc1ccccc1C(=O)Nc1ncc([N+](=O)[O-])s1. Reaction SMILES: [NH2:11][c:12]1[s:13][c:14]([N+:17](=[O:18])[O-:19])[cH:15][n:16]1.[c:1]1([CH3:10])[c:2]([C:7](=[O:8])[Cl:9])[cH:3][cH:4][cH:5][cH:6]1.[cH:20]1[cH:21][cH:22][n:23][cH:24][cH:25]1>>[c:1]1([CH3:10])[c:2]([C:7](=[O:8])[NH:11][c:12]2[s:13][c:14]([N+:17](=[O:18])[O-:19])[cH:15][n:16]2)[cH:3][cH:4][cH:5][cH:6]1. Starting materials: Cl (HCl), CSC.B (Borane dimethyl sulfide), ice, [Si](C)(C)(C(C)(C)C)OCCSC=1C=C(C(=O)O)C=CC1 (3-(2-(tert-butyldimethylsilyloxy)ethylthio)benzoic acid). The solvent is C1CCOC1 (THF). Conditions: time 8 hour. Yields the product OCC=1C=C(C=CC1)SCCO (2-(3-(Hydroxymethyl)phenylthio)ethanol). As a reaction SMILES: CSC.B.[Si]([O:12][CH2:13][CH2:14][S:15][C:16]1[CH:17]=[C:18]([CH:22]=[CH:23][CH:24]=1)[C:19](O)=[O:20])(C(C)(C)C)(C)C.Cl>C1COCC1>[OH:20][CH2:19][C:18]1[CH:17]=[C:16]([S:15][CH2:14][CH2:13][OH:12])[CH:24]=[CH:23][CH:22]=1 |f:0.1|. Procedure details: Borane dimethyl sulfide complex (2M in THF, 17.3 mL) was added dropwise to an ice cold solution of 3-(2-(tert-butyldimethylsilyloxy)ethylthio)benzoic acid (example 65, step a) (2.16 g) in THF (50 mL). The reaction was allowed to warm to RT, then heated at reflux for 2 h. The reaction was cooled in an ice bath and aqueous HCl solution (2M, 50 mL) was added dropwise. The resulting mixture was stirred overnight. The reaction was concentrated to half its original volume and the resulting aqueous ext... Reaction SMILES: Cl[C:2]1[C:11]2[CH:12]=[CH:13][S:14][C:10]=2[C:9]2[CH:8]=[CH:7][C:6]([C:15]([O-:17])=[O:16])=[CH:5][C:4]=2[N:3]=1.[NH2:18][CH2:19][C:20]1[CH:21]=[N:22][CH:23]=[CH:24][CH:25]=1>CN1C(=O)CCC1.CO>[N:22]1[CH:23]=[CH:24][CH:25]=[C:20]([CH2:19][NH:18][C:2]2[C:11]3[CH:12]=[CH:13][S:14][C:10]=3[C:9]3[CH:8]=[CH:7][C:6]([C:15]([OH:17])=[O:16])=[CH:5][C:4]=3[N:3]=2)[CH:21]=1. Reactants: ClC1=NC=2C=C(C=CC2C2=C1C=CS2)C(=O)[O-] (4-chlorothieno[3,2-c]quinoline-7-carboxylate), NCC=1C=NC=CC1 (3-aminomethylpyridine). Run at temperature 120 celsius, time 17 hour. The product is N1=CC(=CC=C1)CNC1=NC=2C=C(C=CC2C2=C1C=CS2)C(=O)O (4-(pyridin-3-ylmethylamino)thieno[3,2-c]quinoline-7-carboxylic acid). Isolated yield 62.0%. The solvent is CN1CCCC1=O (NMP), CN1CCCC1=O (NMP), CO (MeOH). Procedure details: 4-chlorothieno[3,2-c]quinoline-7-carboxylate (10 mg, 0.036 mmol) was suspended in NMP (0.1 ml) and 3-aminomethylpyridine (0.1 ml). The mixture was heated in a microwave oven at 120° C. for 10 nm. The reaction mixture was dissolved in a mixture of NMP and MeOH and the ester intermediate purified by preparative HPLC. After genevac evaporation of the solvents, the resulting solid was dissolved in a 1:1 mixture of THF and MeOH (0.6 ml). 5N aqueous LiOH (0.2 ml) was added and the mixture stirred at r... The reactants are FC=1C=C(C(=O)N(C)C=2C=NC=CC2C2=C(C=C(C=C2)F)OC)C=C(C1)C(F)(F)F (3-Fluoro-N-[4-(4-fluoro-2-methoxy-phenyl)-pyridin-3-yl]-N-methyl-5-trifluoromethyl-benzamide), N1(CCOCC1)S(=O)(=O)C=1C=C(C(=O)O)C=C(C1)C(F)(F)F (3-(morpholine-4-sulfonyl)-5-trifluoromethyl-benzoic acid). Product: FC1=CC(=C(C=C1)C1=C(C=NC=C1)N(C(C1=CC(=CC(=C1)C(F)(F)F)S(=O)(=O)N1CCOCC1)=O)C)OC (N-[4-(4-Fluoro-2-methoxy-phenyl)-pyridin-3-yl]-N-methyl-3-(morpholine-4-sulfonyl)-5-trifluoromethyl-benzamide). As a reaction SMILES: F[C:2]1[CH:3]=[C:4]([CH:24]=[C:25]([C:27]([F:30])([F:29])[F:28])[CH:26]=1)[C:5]([N:7]([C:9]1[CH:10]=[N:11][CH:12]=[CH:13][C:14]=1[C:15]1[CH:20]=[CH:19][C:18]([F:21])=[CH:17][C:16]=1[O:22][CH3:23])[CH3:8])=[O:6].[N:31]1([S:37](C2C=C(C=C(C(F)(F)F)C=2)C(O)=O)(=[O:39])=[O:38])[CH2:36][CH2:35][O:34][CH2:33][CH2:32]1>>[F:21][C:18]1[CH:19]=[CH:20][C:15]([C:14]2[CH:13]=[CH:12][N:11]=[CH:10][C:9]=2[N:7]([CH3:8])[C:5](=[O:6])[C:4]2[CH:24]=[C:25]([C:27]([F:28])([F:30])[F:29])[CH:26]=[C:2]([S:37]([N:31]3[CH2:36][CH2:35][O:34][CH2:33][CH2:32]3)(=[O:39])=[O:38])[CH:3]=2)=[C:16]([O:22][CH3:23])[CH:17]=1. Reported procedure: The title compound was prepared in analogy to example 90, from 4-(4-fluoro-2-methoxyphenyl)-N-methylpyridin-3-amine (example 129, intermediate) and 3-(morpholine-4-sulfonyl)-5-trifluoromethyl-benzoic acid after a reaction time of 64 hours. The compound was purified by silica gel chromatography on a 20 g column using an MPLC (ISCO) system eluting with EtOAc (isocratic). Light yellow solid (34%). MS (ESI): m/z=554.14 [M+H]+. The yield is 45.1%. Procedure details: 1.38 g (0.06 mole) of sodium are dissolved in 120 ml of isopropanol. 8.9 g (0.06 mole) of N6 -methyl-adenine are added to this solution, which is then heated under reflux for 10 minutes, cooled and 15.8 g (0.066 mole) of 3-(4-phenyl-piperazino)-propyl chloride in 30 ml of isopropanol are added thereto. This reaction mixture is heated under reflux for 6 hours. Thereafter, it is cooled, suction filtered and sodium chloride washed out from the residue with water. After washing with water and drying... Yields the product CNC1=C2N=CN(C2=NC=N1)CCCN1CCN(CC1)C1=CC=CC=C1 (N6 -methyl-9-[3-(4-phenyl-piperazino)-propyl]-adenine). Reactants: CNC1=C2NC=NC2=NC=N1 (N6 -methyl-adenine), [Na] (sodium), C1(=CC=CC=C1)N1CCN(CC1)CCCCl (3-(4-phenyl-piperazino)-propyl chloride). The solvent is C(C)(C)O (isopropanol), C(C)(C)O (isopropanol). Reaction SMILES: [Na].[CH3:2][NH:3][C:4]1[N:12]=[CH:11][N:10]=[C:9]2[C:5]=1[NH:6][CH:7]=[N:8]2.[C:13]1([N:19]2[CH2:24][CH2:23][N:22]([CH2:25][CH2:26][CH2:27]Cl)[CH2:21][CH2:20]2)[CH:18]=[CH:17][CH:16]=[CH:15][CH:14]=1>C(O)(C)C>[CH3:2][NH:3][C:4]1[N:12]=[CH:11][N:10]=[C:9]2[C:5]=1[N:6]=[CH:7][N:8]2[CH2:27][CH2:26][CH2:25][N:22]1[CH2:23][CH2:24][N:19]([C:13]2[CH:18]=[CH:17][CH:16]=[CH:15][CH:14]=2)[CH2:20][CH2:21]1 |^1:0|. Starting materials: NC(=O)C1CN(C(=O)OCc2ccccc2)CCN1c1ccc2c(c1)OCCn1cc(-c3ncnn3CC(F)(F)F)nc1-2, [H][H]. Product: NC(=O)C1CNCCN1c1ccc2c(c1)OCCn1cc(-c3ncnn3CC(F)(F)F)nc1-2. RXN SMILES: [CH2:1]([O:2][C:3](=[O:4])[N:11]1[CH2:12][CH:13]([C:41]([NH2:42])=[O:43])[N:14]([c:17]2[cH:18][c:19]3[c:20]([cH:39][cH:40]2)-[c:21]2[n:22][c:23](-[c:29]4[n:30]([CH2:34][C:35]([F:36])([F:37])[F:38])[n:31][cH:32][n:33]4)[cH:24][n:25]2[CH2:26][CH2:27][O:28]3)[CH2:15][CH2:16]1)[c:5]1[cH:6][cH:7][cH:8][cH:9][cH:10]1.[H:44][H:45]>>[NH:11]1[CH2:12][CH:13]([C:41]([NH2:42])=[O:43])[N:14]([c:17]2[cH:18][c:19]3[c:20]([cH:39][cH:40]2)-[c:21]2[n:22][c:23](-[c:29]4[n:30]([CH2:34][C:35]([F:36])([F:37])[F:38])[n:31][cH:32][n:33]4)[cH:24][n:25]2[CH2:26][CH2:27][O:28]3)[CH2:15][CH2:16]1. Starting materials: Cl.NCCCCCCOC=1C=NC=CC1 (3-[6-amino-1-hexyl-oxy]-pyridine, hydrochloride), [OH-].[Na+] (sodium hydroxide), C(Cl)(Cl)Cl (chloroform). The solvent is O (water). The product is NCCCCCCOC=1C=NC=CC1 (3-[6-amino-1-hexyl-oxy]-pyridine). As a reaction SMILES: Cl.[NH2:2][CH2:3][CH2:4][CH2:5][CH2:6][CH2:7][CH2:8][O:9][C:10]1[CH:11]=[N:12][CH:13]=[CH:14][CH:15]=1.[OH-].[Na+].C(Cl)(Cl)Cl>O>[NH2:2][CH2:3][CH2:4][CH2:5][CH2:6][CH2:7][CH2:8][O:9][C:10]1[CH:11]=[N:12][CH:13]=[CH:14][CH:15]=1 |f:0.1,2.3|. Reported procedure: A solution of 3-[6-amino-1-hexyl-oxy]-pyridine, hydrochloride in water was made strongly alkaline with sodium hydroxide and ectracted twice with chloroform. The organic phase was dried and evaporated in vacuo to yield an oil which was used in the next step without further purification.